Dataset: the Open Reaction Database (ORD), a public repository of structured organic reaction records. Task: describe an organic reaction: reactants, conditions, products, and yield Reactants: Fc1cc2cc(Br)ccc2o1, CN(C)C=O, Cl, I, [Mg], C1CCOC1. Product: O=Cc1ccc2oc(F)cc2c1. As a reaction SMILES: [Br:3][c:4]1[cH:5][cH:6][c:7]2[c:8]([cH:9][c:10]([F:12])[o:11]2)[cH:13]1.[CH3:20][N:21]([CH3:22])[CH:23]=[O:24].[ClH:14].[I:2].[Mg:1].[O:15]1[CH2:16][CH2:19][CH2:18][CH2:17]1>>[c:4]1([CH:16]=[O:15])[cH:5][cH:6][c:7]2[c:8]([cH:9][c:10]([F:12])[o:11]2)[cH:13]1.